From a dataset of the Open Reaction Database (ORD), a public repository of structured organic reaction records. describe an organic reaction: reactants, conditions, products, and yield Reactants: O=C([O-])[O-], Cc1c(Br)cccc1NC(=O)C(CC[S+](C)C)NC(=O)OCc1ccccc1, CS(C)=O, CCOC(C)=O, [Cs+], [Cs+], [I-]. Product: Cc1c(Br)cccc1N1CCC(NC(=O)OCc2ccccc2)C1=O. As a reaction SMILES: [C:30](=[O:31])([O-:32])[O-:33].[CH2:2]([c:3]1[cH:4][cH:5][cH:6][cH:7][cH:8]1)[O:9][C:10](=[O:11])[NH:12][CH:13]([CH2:14][CH2:15][S+:16]([CH3:17])[CH3:18])[C:19](=[O:20])[NH:21][c:22]1[c:23]([CH3:29])[c:24]([Br:28])[cH:25][cH:26][cH:27]1.[CH3:36][S:37]([CH3:38])=[O:39].[CH3:40][CH2:41][O:42][C:43]([CH3:44])=[O:45].[Cs+:34].[Cs+:35].[I-:1]>>[CH2:2]([c:3]1[cH:4][cH:5][cH:6][cH:7][cH:8]1)[O:9][C:10](=[O:11])[NH:12][CH:13]1[CH2:14][CH2:15][N:21]([c:22]2[c:23]([CH3:29])[c:24]([Br:28])[cH:25][cH:26][cH:27]2)[C:19]1=[O:20]. Reactants: COC1=CC=C(C=C1)N (p-anisidine), [H-].[Na+] (sodium hydride), C1(=CC=C(C=C1)S(=O)(=O)OCC1CCN2C(=NC3=C2C=CC=C3)S1)C (3,4-Dihydro-2-p-toluenesulfonyloxymethyl-2H-(1,3)-thiazino[3,2-a]benzimidazole). The solvent is C(Cl)(Cl)Cl (chloroform). Yields the product COC1=CC=C(C=C1)NCC1CCN2C(=NC3=C2C=CC=C3)S1 (3,4-Dihydro-2-(p-methoxyphenyl)aminomethyl-2H-(1,3)-thiazino[3,2-a]benzimidazole). The yield is 31.0%. RXN SMILES: C1(C)C=CC(S(O[CH2:11][CH:12]2[S:24][C:16]3=[N:17][C:18]4[CH:23]=[CH:22][CH:21]=[CH:20][C:19]=4[N:15]3[CH2:14][CH2:13]2)(=O)=O)=CC=1.[CH3:26][O:27][C:28]1[CH:33]=[CH:32][C:31]([NH2:34])=[CH:30][CH:29]=1.[H-].[Na+]>C(Cl)(Cl)Cl>[CH3:26][O:27][C:28]1[CH:33]=[CH:32][C:31]([NH:34][CH2:11][CH:12]2[S:24][C:16]3=[N:17][C:18]4[CH:23]=[CH:22][CH:21]=[CH:20][C:19]=4[N:15]3[CH2:14][CH2:13]2)=[CH:30][CH:29]=1 |f:2.3|. Procedure: 3,4-Dihydro-2-p-toluenesulfonyloxymethyl-2H-(1,3)-thiazino[3,2-a]benzimidazole in the amount of 1.12 g (3 m mole) was dissolved in 30 ml of chloroform. Then, 0.44 g of p-anisidine (3.6 m mole) and a catalytic amount of sodium hydride were added under ice-cooled stirring conditions. The temperature of the mixture was allowed to rise to room temperature, and then refluxed for 12 hours. The reaction mixture was cooled and washed with water. After drying the chloroform layer over anhydrous magnesium...